Dataset: the Open Reaction Database (ORD), a public repository of structured organic reaction records. Task: describe an organic reaction: reactants, conditions, products, and yield Reactants: CC(C)(C)OC (MTBE), palladium tetrakistriphenylphosphine, C(C)OC(CN1C=NC(=C1)I)OCC (1-(2,2-diethoxyethyl)-4-iodo-1H-imidazole), ClC1=C2C(=NC=C1)C=CS2 (7-chlorothieno[3,2-b]pyridine), [Li]CCCC (n-BuLi). Reagents/catalysts: [Cl-].[Cl-].[Zn+2] (ZnCl2). The solvent is C1CCOC1 (THF), C1CCOC1 (THF), C1CCOC1 (THF). Reaction conditions: time 30 minute. Product: ClC1=C2C(=NC=C1)C=C(S2)C=2N=CN(C2)CC(OCC)OCC (7-chloro-2-(1-(2,2-diethoxyethyl)-1H-imidazol-4-yl)thieno[3,2-b]pyridine). Yield: 9.4%. Reaction SMILES: [Cl:1][C:2]1[CH:7]=[CH:6][N:5]=[C:4]2[CH:8]=[CH:9][S:10][C:3]=12.[Li]CCCC.[CH2:16]([O:18][CH:19]([O:27][CH2:28][CH3:29])[CH2:20][N:21]1[CH:25]=[C:24](I)[N:23]=[CH:22]1)[CH3:17].CC(OC)(C)C>C1COCC1.[Cl-].[Cl-].[Zn+2]>[Cl:1][C:2]1[CH:7]=[CH:6][N:5]=[C:4]2[CH:8]=[C:9]([C:24]3[N:23]=[CH:22][N:21]([CH2:20][CH:19]([O:27][CH2:28][CH3:29])[O:18][CH2:16][CH3:17])[CH:25]=3)[S:10][C:3]=12 |f:5.6.7|. Reported procedure: To a stirred solution of 7-chlorothieno[3,2-b]pyridine (9.26 g, 54.6 mmol) in THF (88 mL) at −15° C. was added n-BuLi (21.84 mL, 54.6 mmol). After 30 min, a solution of ZnCl2 0.5M in THF (109 mL, 54.6 mmol) was added at −15° C. and the reaction mixture was warmed to RT over 45 min. A solution of palladium tetrakistriphenylphosphine (0.841 g, 0.73 mmol) and iodide 260 (11.29 g, 36.4 mmol) in THF (33 mL) was added and the mixture was heated to reflux for 3 h then concentrated. The residue was dilu... The reactants are resultant mixture, [N+](=O)([O-])C=1C=C(C(C#N)=CC1)C#N (4-nitrophthalonitrile), C(CCCCCCC)S (1-octanethiol), C([O-])([O-])=O.[K+].[K+] (potassium carbonate), Cl (hydrochloric acid). Solvent: CN(C(C)=O)C (N,N-dimethylacetamide). Run at time 1 hour. Yields the product C(CCCCCCC)SC=1C=C(C(C#N)=CC1)C#N (4-n-octylthiophthalonitrile). Isolated yield 67.9%. Reaction SMILES: [N+]([C:4]1[CH:5]=[C:6]([C:12]#[N:13])[C:7](=[CH:10][CH:11]=1)[C:8]#[N:9])([O-])=O.[CH2:14]([SH:22])[CH2:15][CH2:16][CH2:17][CH2:18][CH2:19][CH2:20][CH3:21].C(=O)([O-])[O-].[K+].[K+].Cl>CN(C)C(=O)C>[CH2:14]([S:22][C:4]1[CH:5]=[C:6]([C:12]#[N:13])[C:7](=[CH:10][CH:11]=1)[C:8]#[N:9])[CH2:15][CH2:16][CH2:17][CH2:18][CH2:19][CH2:20][CH3:21] |f:2.3.4|. Reported procedure: While cooling a reaction vessel on a water bath, were mixed 17.3 g (100 mmol) of 4-nitrophthalonitrile, 15.7 g (110 mmol) of 1-octanethiol, 20.7 g (150 mmol) of potassium carbonate and 80 ml of N,N-dimethylacetamide. The resultant mixture was stirred for 7 hours at room temperature and then for 1 hour at 40° C. The thus-obtained reaction mixture was poured into 600 ml of a 3% hydrochloric acid. The resultant precipitates were separated by a filtration under reduced pressure, and then washed with... The reactants are CN1CCOCC1 (4-methylmorpholine), C(C)(C)(C)OC(=O)NC(C(C(=O)O)O)CC (3-tert-Butoxycarbonylamino-2-hydroxy-pentanoic acid), ONC(C1=CC=CC=C1)=N (N-hydroxy-benzamidine), C(=O)(C(F)(F)F)O (TFA), C(CCl)Cl (EDC), C=1C=CC2=C(C1)N=NN2O (HOBt), C1CN2CC1C(C2)C3=NC(=NO3)N (oxadiazole). The solvent is C(Cl)Cl (CH2Cl2). Run at time 16 hour. Yields the product N[C@H](C(=O)C1=NC(=NO1)C1=CC=CC=C1)CC ((S)-2-Amino-1-(3-phenyl-[1,2,4]oxadiazol-5-yl)-butan-1-one). Reaction SMILES: C(OC([NH:8][CH:9]([CH2:15][CH3:16])[CH:10]([OH:14])[C:11]([OH:13])=O)=O)(C)(C)C.C(Cl)CCl.C1C=CC2N(O)N=NC=2C=1.O[NH:32][C:33](=[NH:40])[C:34]1[CH:39]=[CH:38][CH:37]=[CH:36][CH:35]=1.CN1CCOCC1.C1C2C(C3ON=C(N)N=3)CN(C2)C1.C(O)(C(F)(F)F)=O>C(Cl)Cl>[NH2:8][C@@H:9]([CH2:15][CH3:16])[C:10]([C:11]1[O:13][N:40]=[C:33]([C:34]2[CH:39]=[CH:38][CH:37]=[CH:36][CH:35]=2)[N:32]=1)=[O:14]. Procedure details: 3-tert-Butoxycarbonylamino-2-hydroxy-pentanoic acid (500 mg, 2.14 mmol) was combined with EDC (600 mg, 3.14 mmol), HOBt (600 mg, 3.92 mmol), and N-hydroxy-benzamidine (292 mg, 2.14 mmol). Dichloromethyl (10 mL) was added and then 4-methylmorpholine (1 mL). The mixture was stirred at ambient temperature for 16 hours. After dilution with ethyl acetate (200 mL), the solution was washed with water (30 mL), saturated aqueous NaHCO3 solution and brine, dried with MgSO4 and evaporated under vacuum. The... The reactants are CCCCCC, CC1=C(c2ccccc2)c2cc3c(cc2C1[Si](C)(C)Cl)CCC3, NC1CCCCC1. The product is CC1=C(c2ccccc2)c2cc3c(cc2C1[Si](C)(C)NC1CCCCC1)CCC3. RXN SMILES: [CH3:31][CH2:32][CH2:33][CH2:34][CH2:35][CH3:36].[Cl:1][Si:2]([CH:3]1[C:4]([CH3:21])=[C:5]([c:15]2[cH:16][cH:17][cH:18][cH:19][cH:20]2)[c:6]2[cH:7][c:8]3[c:12]([cH:13][c:14]21)[CH2:11][CH2:10][CH2:9]3)([CH3:22])[CH3:23].[NH2:24][CH:25]1[CH2:26][CH2:27][CH2:28][CH2:29][CH2:30]1>>[Si:2]([CH:3]1[C:4]([CH3:21])=[C:5]([c:15]2[cH:16][cH:17][cH:18][cH:19][cH:20]2)[c:6]2[cH:7][c:8]3[c:12]([cH:13][c:14]21)[CH2:11][CH2:10][CH2:9]3)([CH3:22])([CH3:23])[NH:24][CH:25]1[CH2:26][CH2:27][CH2:28][CH2:29][CH2:30]1.